From a dataset of the Open Reaction Database (ORD), a public repository of structured organic reaction records. describe an organic reaction: reactants, conditions, products, and yield Starting materials: C(C)(C)(C)OC(NC1=C(C=C(C(=C1)N(CCC)C)C(F)(F)F)NC(CC(C1=CC(=CC=C1)C1=CC(=NC=C1)COC1OCCCC1)=O)=O)=O ((RS)-[5-(methyl-propyl-amino)-2-(3-oxo-3-{3-[2-(tetrahydro-pyran-2-yloxymethyl)-pyridin-4-yl]-phenyl}-propionylamino)-4-trifluoromethyl-phenyl]-carbamic acid tert-butyl ester), C(=O)(C(F)(F)F)O (TFA). Run in C(Cl)Cl (CH2Cl2). The product is OCC1=NC=CC(=C1)C=1C=C(C=CC1)C1=NC2=C(NC(C1)=O)C=C(C(=C2)N(CCC)C)C(F)(F)F (4-[3-(2-Hydroxymethyl-pyridin-4-yl)-phenyl]-7-(methyl-propyl-amino)-8-trifluoromethyl-1,3-dihydro-benzo[b][1,4]diazepin-2-one), solid. The yield is 62.0%. Reaction SMILES: C(OC(=O)[NH:7][C:8]1[CH:13]=[C:12]([N:14]([CH3:18])[CH2:15][CH2:16][CH3:17])[C:11]([C:19]([F:22])([F:21])[F:20])=[CH:10][C:9]=1[NH:23][C:24](=[O:48])[CH2:25][C:26](=O)[C:27]1[CH:32]=[CH:31][CH:30]=[C:29]([C:33]2[CH:38]=[CH:37][N:36]=[C:35]([CH2:39][O:40]C3CCCCO3)[CH:34]=2)[CH:28]=1)(C)(C)C.C(O)(C(F)(F)F)=O>C(Cl)Cl>[OH:40][CH2:39][C:35]1[CH:34]=[C:33]([C:29]2[CH:28]=[C:27]([C:26]3[CH2:25][C:24](=[O:48])[NH:23][C:9]4[CH:10]=[C:11]([C:19]([F:21])([F:20])[F:22])[C:12]([N:14]([CH3:18])[CH2:15][CH2:16][CH3:17])=[CH:13][C:8]=4[N:7]=3)[CH:32]=[CH:31][CH:30]=2)[CH:38]=[CH:37][N:36]=1. Reported procedure: The title compound was prepared from (RS)-[5-(methyl-propyl-amino)-2-(3-oxo-3-{3-[2-(tetrahydro-pyran-2-yloxymethyl)-pyridin-4-yl]-phenyl}-propionylamino)-4-trifluoromethyl-phenyl]-carbamic acid tert-butyl ester (Example M282) (0.25 g, 0.36 mmol) by treatment with TFA in CH2Cl2 according to the general procedure N. Obtained as a light brown solid (109 mg, 62%). Starting materials: CNC(=O)N (methylurea), COC=1C=C(C=CC1OC)CC(=O)N ((3,4-dimethoxyphenyl)acetamide), solution three-fold, C1=CC=CC=C1 (benzene). Product: CNC(=O)N1C=CC(C=C1)(C)C (N,4,4-Trimethyl-1(4H)-pyridinecarboxamide). As a reaction SMILES: [CH3:1][NH:2][C:3]([NH2:5])=[O:4].COC1[CH:9]=[C:10]([CH2:16][C:17](N)=O)[CH:11]=[CH:12]C=1OC.[CH:20]1C=CC=CC=1>>[CH3:1][NH:2][C:3]([N:5]1[CH:12]=[CH:11][C:10]([CH3:9])([CH3:20])[CH:16]=[CH:17]1)=[O:4]. Procedure: The title compound was prepared using the method of Example 2b after substituting an equivalent amount of methylurea for (3,4-dimethoxyphenyl)acetamide as a starting material and diluting the solution three-fold with benzene. The crude product was purified by silica gel flash chromatography eluting with a 25% ethyl acetate/hexane solution. The eluate was evaporated in vacuo to yield the title compound as a white solid, mp 129°-131° C.